Dataset: the Open Reaction Database (ORD), a public repository of structured organic reaction records. Task: describe an organic reaction: reactants, conditions, products, and yield The reactants are O=C1NC(=O)c2ccccc21, CCCCOc1c(CCl)n(CC(C)C)c(=O)c2ccc(OCc3ccccc3)cc12, CN(C)C=O, [K], O. Yields the product CCCCOc1c(CN2C(=O)c3ccccc3C2=O)n(CC(C)C)c(=O)c2ccc(OCc3ccccc3)cc12. Reaction SMILES: [C:31]1(=[O:41])[c:32]2[c:33]([cH:37][cH:38][cH:39][cH:40]2)[C:34](=[O:36])[NH:35]1.[CH2:1]([c:2]1[cH:3][cH:4][cH:5][cH:6][cH:7]1)[O:8][c:9]1[cH:10][c:11]2[c:12]([O:26][CH2:27][CH2:28][CH2:29][CH3:30])[c:13]([CH2:24][Cl:25])[n:14]([CH2:20][CH:21]([CH3:22])[CH3:23])[c:15](=[O:19])[c:16]2[cH:17][cH:18]1.[CH3:44][N:45]([CH3:46])[CH:47]=[O:48].[K:42].[OH2:43]>>[CH2:1]([c:2]1[cH:3][cH:4][cH:5][cH:6][cH:7]1)[O:8][c:9]1[cH:10][c:11]2[c:12]([O:26][CH2:27][CH2:28][CH2:29][CH3:30])[c:13]([CH2:24][N:35]3[C:31](=[O:41])[c:32]4[c:33]([cH:37][cH:38][cH:39][cH:40]4)[C:34]3=[O:36])[n:14]([CH2:20][CH:21]([CH3:22])[CH3:23])[c:15](=[O:19])[c:16]2[cH:17][cH:18]1. The reactants are O=C([O-])[O-], CC1(C)c2cccc(P(c3ccccc3)c3ccccc3)c2Oc2c(P(c3ccccc3)c3ccccc3)cccc21, Cc1nn(C)cc1Nc1cc(I)c(C(F)(F)F)cn1, [Cs+], [Cs+], CONC(=O)c1ccccc1N, CC(=O)[O-], CC(=O)[O-], C1COCCO1, [Pd+2]. The product is CONC(=O)c1ccccc1Nc1cc(Nc2cn(C)nc2C)ncc1C(F)(F)F. RXN SMILES: [C:74](=[O:75])([O-:76])[O-:77].[CH3:1][C:2]1([CH3:3])[c:4]2[cH:5][cH:6][cH:7][c:8]([P:9]([c:10]3[cH:11][cH:12][cH:13][cH:14][cH:15]3)[c:16]3[cH:17][cH:18][cH:19][cH:20][cH:21]3)[c:22]2[O:23][c:24]2[c:25]1[cH:26][cH:27][cH:28][c:29]2[P:30]([c:31]1[cH:32][cH:33][cH:34][cH:35][cH:36]1)[c:37]1[cH:38][cH:39][cH:40][cH:41][cH:42]1.[CH3:55][n:56]1[n:57][c:58]([CH3:73])[c:59]([NH:61][c:62]2[n:63][cH:64][c:65]([C:69]([F:70])([F:71])[F:72])[c:66]([I:68])[cH:67]2)[cH:60]1.[Cs+:78].[Cs+:79].[NH2:43][c:44]1[c:45]([C:46](=[O:47])[NH:48][O:49][CH3:50])[cH:51][cH:52][cH:53][cH:54]1.[O-:81][C:82]([CH3:83])=[O:84].[O-:85][C:86]([CH3:87])=[O:88].[O:89]1[CH2:90][CH2:91][O:92][CH2:93][CH2:94]1.[Pd+2:80]>>[NH:43]([c:44]1[c:45]([C:46](=[O:47])[NH:48][O:49][CH3:50])[cH:51][cH:52][cH:53][cH:54]1)[c:66]1[c:65]([C:69]([F:70])([F:71])[F:72])[cH:64][n:63][c:62]([NH:61][c:59]2[c:58]([CH3:73])[n:57][n:56]([CH3:55])[cH:60]2)[cH:67]1. Reactants: [Br-], C1CCOC1, CC(C)(C)[O-], C[P+](c1ccccc1)(c1ccccc1)c1ccccc1, CC(C)(C)OC(=O)Nc1ccc(C=O)c2ccccc12, [Cl-], [K+], [NH4+]. Yields the product C=Cc1ccc(NC(=O)OC(C)(C)C)c2ccccc12. Reaction SMILES: [Br-:29].[CH2:50]1[O:51][CH2:52][CH2:53][CH2:54]1.[CH3:1][C:2]([CH3:3])([O-:4])[CH3:5].[CH3:30][P+:31]([c:32]1[cH:33][cH:34][cH:35][cH:36][cH:37]1)([c:38]1[cH:39][cH:40][cH:41][cH:42][cH:43]1)[c:44]1[cH:45][cH:46][cH:47][cH:48][cH:49]1.[CH:7](=[O:8])[c:9]1[cH:10][cH:11][c:12]([NH:19][C:20]([O:21][C:22]([CH3:23])([CH3:24])[CH3:25])=[O:26])[c:13]2[cH:14][cH:15][cH:16][cH:17][c:18]12.[Cl-:27].[K+:6].[NH4+:28]>>[CH2:1]=[CH:7][c:9]1[cH:10][cH:11][c:12]([NH:19][C:20]([O:21][C:22]([CH3:23])([CH3:24])[CH3:25])=[O:26])[c:13]2[cH:14][cH:15][cH:16][cH:17][c:18]12. Reactants: BrC1=CC2=C(N=C(S2)N)C=C1 (6-bromobenzo[d]thiazol-2-amine), CC(CCC(C)=O)=O (hexane-2,5-dione), CC1=CC=C(C=C1)S(=O)(=O)[O-].C1=CC=[NH+]C=C1 (PPTS), O (water). The solvent is C1=CC=CC=C1 (benzene). Yields the product BrC1=CC2=C(N=C(S2)N2C(=CC=C2C)C)C=C1 (6-bromo-2-(2,5-dimethyl-1H-pyrrol-1-yl)benzo[d]thiazole). Isolated yield 83.8%. Reaction SMILES: [Br:1][C:2]1[CH:11]=[CH:10][C:5]2[N:6]=[C:7]([NH2:9])[S:8][C:4]=2[CH:3]=1.[CH3:12][C:13](=O)[CH2:14][CH2:15][C:16](=O)[CH3:17].CC1C=CC(S([O-])(=O)=O)=CC=1.C1C=C[NH+]=CC=1.O>C1C=CC=CC=1>[Br:1][C:2]1[CH:11]=[CH:10][C:5]2[N:6]=[C:7]([N:9]3[C:16]([CH3:17])=[CH:15][CH:14]=[C:13]3[CH3:12])[S:8][C:4]=2[CH:3]=1 |f:2.3|. Procedure: A solution 6-bromobenzo[d]thiazol-2-amine (5.75 g, 25.1 mmol), hexane-2,5-dione (2.95 mL, 25.1 mmol), and PPTS (0.95 g, 3.76 mmol) in benzene (100 ml) was refluxed for 16 h while water was removed with a Dean-Stark trap. The cooled mixture was poured into EtOAc (100 mL) and extracted with saturated aq. NaHCO3 (2×100 mL) and brine. The organic layer was dried over Na2SO4, filtered and concentrated in vacuo. The crude product was purified by column chromatography on silica gel using 9:1 EtOAc:hexa... The reactants are [Ba+2], C=CCOc1cc(C(=O)NC(Cc2ccccc2)C(O)CC(C)C(=O)NCCC(C)(C)C)cc(N2CCCC2=O)c1, CO, [Pd+2], O=S(=O)([O-])[O-], O=S(=O)([O-])[O-]. The product is CCCOc1cc(C(=O)NC(Cc2ccccc2)C(O)CC(C)C(=O)NCCC(C)(C)C)cc(N2CCCC2=O)c1. As a reaction SMILES: [Ba+2:49].[CH2:1]([CH:2]=[CH2:3])[O:4][c:5]1[cH:6][c:7]([C:8](=[O:9])[NH:10][CH:11]([CH:12]([CH2:13][CH:14]([CH3:15])[C:16]([NH:17][CH2:18][CH2:19][C:20]([CH3:21])([CH3:22])[CH3:23])=[O:24])[OH:25])[CH2:26][c:27]2[cH:28][cH:29][cH:30][cH:31][cH:32]2)[cH:33][c:34]([N:36]2[C:37](=[O:41])[CH2:38][CH2:39][CH2:40]2)[cH:35]1.[CH3:42][OH:43].[Pd+2:50].[S:44]([O-:45])([O-:46])(=[O:47])=[O:48].[S:51]([O-:52])([O-:53])(=[O:54])=[O:55]>>[CH2:1]([CH2:2][CH3:3])[O:4][c:5]1[cH:6][c:7]([C:8](=[O:9])[NH:10][CH:11]([CH:12]([CH2:13][CH:14]([CH3:15])[C:16]([NH:17][CH2:18][CH2:19][C:20]([CH3:21])([CH3:22])[CH3:23])=[O:24])[OH:25])[CH2:26][c:27]2[cH:28][cH:29][cH:30][cH:31][cH:32]2)[cH:33][c:34]([N:36]2[C:37](=[O:41])[CH2:38][CH2:39][CH2:40]2)[cH:35]1. The reactants are CCC(CC)C(=O)CC#N, CC(=O)[O-], CC(=O)O, Cc1ccccc1, [NH4+]. Yields the product CCC(CC)C(N)=C(C)C#N. Reaction SMILES: [C:1](#[N:2])[CH2:3][C:4]([CH:5]([CH2:6][CH3:7])[CH2:8][CH3:9])=[O:10].[CH3:12][C:13](=[O:14])[O-:15].[CH3:16][C:17](=[O:18])[OH:19].[CH3:20][c:21]1[cH:22][cH:23][cH:24][cH:25][cH:26]1.[NH4+:11]>>[C:1](#[N:2])[C:3](=[C:4]([CH:5]([CH2:6][CH3:7])[CH2:8][CH3:9])[NH2:11])[CH3:12].